From a dataset of the Open Reaction Database (ORD), a public repository of structured organic reaction records. describe an organic reaction: reactants, conditions, products, and yield Reactants: BrC1=C2C=CC(=NC2=CC=C1)Cl (5-bromo-2-chloroquinoline), COC1=C(CN)C=CC=C1 (2-methoxybenzylamine), CNCC=1C=NC=CC1 (N-methyl-3-picolylamine). Yields the product COC1=C(CNC2=NC=3C=CC=C(C3C=C2)N(CC=2C=NC=CC2)C)C=CC=C1 (N2-(2-Methoxy-benzyl)-N5-methyl-N5-pyridin-3-ylmethyl-quinoline-2,5-diamine). As a reaction SMILES: Br[C:2]1[CH:11]=[CH:10][CH:9]=[C:8]2[C:3]=1[CH:4]=[CH:5][C:6](Cl)=[N:7]2.[CH3:13][O:14][C:15]1[CH:22]=[CH:21][CH:20]=[CH:19][C:16]=1[CH2:17][NH2:18].[CH3:23][NH:24][CH2:25][C:26]1[CH:27]=[N:28][CH:29]=[CH:30][CH:31]=1>>[CH3:13][O:14][C:15]1[CH:22]=[CH:21][CH:20]=[CH:19][C:16]=1[CH2:17][NH:18][C:6]1[CH:5]=[CH:4][C:3]2[C:2]([N:24]([CH3:23])[CH2:25][C:26]3[CH:27]=[N:28][CH:29]=[CH:30][CH:31]=3)=[CH:11][CH:10]=[CH:9][C:8]=2[N:7]=1. Procedure details: The title compound, MS: m/e=385.0 (M+H+), was prepared in accordance with the general method of example 1 from 5-bromo-2-chloroquinoline, 2-methoxybenzylamine and N-methyl-3-picolylamine. Reactants: FC(OC1=CC=C(C(=O)F)C=C1)(F)F (4-trifluoromethoxybenzoyl fluoride), C(CCCCCC(C)N)N (1,7-octanediamine). Run in C(CCl)Cl (ehtylene dichloride), C(CCl)Cl (ethylene dichloride). The product is CC(CCCCCCNC(C1=CC=C(C=C1)OC(F)(F)F)=O)NC(C1=CC=C(C=C1)OC(F)(F)F)=O (N,N'-(1-Methylheptamethylene)bis(4-trifluoromethoxybenzamide)). RXN SMILES: [F:1][C:2]([F:14])([F:13])[O:3][C:4]1[CH:12]=[CH:11][C:7]([C:8](F)=[O:9])=[CH:6][CH:5]=1.[CH2:15]([NH2:24])[CH2:16][CH2:17][CH2:18][CH2:19][CH2:20][CH:21]([NH2:23])[CH3:22]>C(Cl)CCl>[CH3:22][CH:21]([NH:23][C:8](=[O:9])[C:7]1[CH:11]=[CH:12][C:4]([O:3][C:2]([F:1])([F:13])[F:14])=[CH:5][CH:6]=1)[CH2:20][CH2:19][CH2:18][CH2:17][CH2:16][CH2:15][NH:24][C:8](=[O:9])[C:7]1[CH:11]=[CH:12][C:4]([O:3][C:2]([F:14])([F:13])[F:1])=[CH:5][CH:6]=1. Reported procedure: m.p. 137°-138° C., 15.1 g., was prepared as in Example 20 using 18.7 g. of 4-trifluoromethoxybenzoyl fluoride in 50 ml. of ehtylene dichloride, 6.0 g. of 1,7-octanediamine in 100 ml. of ethylene dichloride, 13.8 g. of anhydrous potassium carbonate, and recrystallization from chloroform. Starting materials: C(C1=CC=CC=C1)OC(NCC1CCC(CC1)N1CCCC1)=O ((4-pyrrolidin-1-yl-cyclohexylmethyl)-carbamic acid benzyl ester), C(=O)[O-].[NH4+] (ammonium formate), CO (MeOH). Conditions: temperature 65 celsius. Product: N1(CCCC1)C1CCC(CC1)NC ((4-pyrrolidin-1-yl-cyclohexyl)-methylamine). RXN SMILES: C(OC(=O)NC[CH:12]1[CH2:17][CH2:16][CH:15]([N:18]2[CH2:22][CH2:21][CH2:20][CH2:19]2)[CH2:14][CH2:13]1)C1C=CC=CC=1.C([O-])=O.[NH4+:27].[CH3:28]O>>[N:18]1([CH:15]2[CH2:14][CH2:13][CH:12]([NH:27][CH3:28])[CH2:17][CH2:16]2)[CH2:19][CH2:20][CH2:21][CH2:22]1 |f:1.2|. Reported procedure: To a solution of (4-pyrrolidin-1-yl-cyclohexylmethyl)-carbamic acid benzyl ester (292 mg, 0.92 mmol) in MeOH (5 mL) was added ammonium formate (0.58 g, 9.20 mmol). The reaction flask was flushed with N2 prior to addition of 10% Pd/C (300 mg). The mixture was heated at 65° C. for 2 h whereupon TLC analysis (silica gel, 95:4.75:0.25 DCM/MeOH/NH4OH) showed complete consumption of 57. After cooling to room temperature the reaction mixture was filtered through a plug of celite in order to remove the ... The reactants are ClC=1C=CC=2N(N1)C(=C(N2)C2=CC=C(C=C2)F)C2=CN=NC=C2 (6-chloro-2-(4-fluorophenyl)-3-(pyridazin-4-yl)imidazo[1,2-b]pyridazine), C(C)(C)N1CCNCC1 (1-isopropylpiperazine). Solvent: C(CCCC)O (pentanol). Run at temperature 130 celsius. The product is FC1=CC=C(C=C1)C=1N=C2N(N=C(C=C2)N2CCN(CC2)C(C)C)C1C1=CN=NC=C1 (2-(4-fluorophenyl)-6-(4-isopropyl-piperazin-1-yl)-3-(pyridazin-4-yl)imidazo[1,2-b]pyridazine). Reaction SMILES: Cl[C:2]1[CH:3]=[CH:4][C:5]2[N:6]([C:8]([C:18]3[CH:23]=[CH:22][N:21]=[N:20][CH:19]=3)=[C:9]([C:11]3[CH:16]=[CH:15][C:14]([F:17])=[CH:13][CH:12]=3)[N:10]=2)[N:7]=1.[CH:24]([N:27]1[CH2:32][CH2:31][NH:30][CH2:29][CH2:28]1)([CH3:26])[CH3:25]>C(O)CCCC>[F:17][C:14]1[CH:15]=[CH:16][C:11]([C:9]2[N:10]=[C:5]3[CH:4]=[CH:3][C:2]([N:30]4[CH2:31][CH2:32][N:27]([CH:24]([CH3:26])[CH3:25])[CH2:28][CH2:29]4)=[N:7][N:6]3[C:8]=2[C:18]2[CH:23]=[CH:22][N:21]=[N:20][CH:19]=2)=[CH:12][CH:13]=1. Procedure: The mixture of 0.26 g (0.8 mmol) of 6-chloro-2-(4-fluorophenyl)-3-(pyridazin-4-yl)imidazo[1,2-b]pyridazine and 0.66 g (3.2 mmol) of 1-isopropylpiperazine in 6 ml of pentanol is heated in a sealed tube at 130° C. for 10 hours. Reactants: [Cl-], O=C(O)CCl, Nc1ccc2cc(-c3ccccc3C(F)(F)F)[nH]c(=O)c2c1, c1ccncc1, c1ccccc1. Yields the product O=C(CCl)Nc1ccc2cc(-c3ccccc3C(F)(F)F)[nH]c(=O)c2c1. As a reaction SMILES: [Cl-:23].[Cl:24][CH2:25][C:26](=[O:27])[OH:28].[NH2:1][c:2]1[cH:3][cH:4][c:5]2[cH:6][c:7](-[c:13]3[c:14]([C:19]([F:20])([F:21])[F:22])[cH:15][cH:16][cH:17][cH:18]3)[nH:8][c:9](=[O:12])[c:10]2[cH:11]1.[cH:29]1[cH:30][cH:31][n:32][cH:33][cH:34]1.[cH:35]1[cH:36][cH:37][cH:38][cH:39][cH:40]1>>[NH:1]([c:2]1[cH:3][cH:4][c:5]2[cH:6][c:7](-[c:13]3[c:14]([C:19]([F:20])([F:21])[F:22])[cH:15][cH:16][cH:17][cH:18]3)[nH:8][c:9](=[O:12])[c:10]2[cH:11]1)[C:26]([CH2:25][Cl:24])=[O:27]. Starting materials: C(C)OC(=O)N[C@@H](C(=O)O)C1CCCCC1 ((R)-ethoxycarbonylamino-cyclohexyl-acetic acid), Cl.C(C1=CC=CC=C1)OC([C@H]1NCCC1)=O ((L)-proline benzyl ester hydrochloride). Yields the product C(C1=CC=CC=C1)OC(=O)[C@H]1N(CCC1)C([C@@H](C1CCCCC1)NC(=O)OCC)=O (1-[(R)-Ethoxycarbonylamino-cyclohexyl-acetyl]-pyrrolidine-2-(S)-carboxylic acid benzyl ester). Isolated yield 75.1%. RXN SMILES: [CH2:1]([O:3][C:4]([NH:6][C@H:7]([CH:11]1[CH2:16][CH2:15][CH2:14][CH2:13][CH2:12]1)[C:8]([OH:10])=O)=[O:5])[CH3:2].Cl.[CH2:18]([O:25][C:26](=[O:32])[C@@H:27]1[CH2:31][CH2:30][CH2:29][NH:28]1)[C:19]1[CH:24]=[CH:23][CH:22]=[CH:21][CH:20]=1>>[CH2:18]([O:25][C:26]([C@@H:27]1[CH2:31][CH2:30][CH2:29][N:28]1[C:8](=[O:10])[C@H:7]([NH:6][C:4]([O:3][CH2:1][CH3:2])=[O:5])[CH:11]1[CH2:16][CH2:15][CH2:14][CH2:13][CH2:12]1)=[O:32])[C:19]1[CH:20]=[CH:21][CH:22]=[CH:23][CH:24]=1 |f:1.2|. Procedure details: Reaction of 1.1 g of (R)-ethoxycarbonylamino-cyclohexyl-acetic acid and 1.16 g of (L)-proline benzyl ester hydrochloride according to the procedure described in example 91b gave 1.50 g (75%) of the title compound as a colorless oil. (+)-APCI-MS: 417 (MH+). The reactants are ClC=1N=C(C2=C(N1)N(C=C2I)S(=O)(=O)C2=CC=C(C)C=C2)N2CCC(CC2)CNC(OC(C)(C)C)=O (tert-butyl (1-(2-chloro-5-iodo-7-tosyl-7H-pyrrolo[2,3-d]pyrimidin-4-yl)piperidin-4-yl)methylcarbamate), CN(C)C=O (DMF), O (Water), CCOC(=O)C (EtOAc). Reagents/catalysts: C=1C=CC(=CC1)/C=C/C(=O)/C=C/C2=CC=CC=C2.C=1C=CC(=CC1)/C=C/C(=O)/C=C/C2=CC=CC=C2.C=1C=CC(=CC1)/C=C/C(=O)/C=C/C2=CC=CC=C2.[Pd].[Pd] (Pd2 dba3), C1=CC=C(C=C1)P([C-]2C=CC=C2)C3=CC=CC=C3.C1=CC=C(C=C1)P([C-]2C=CC=C2)C3=CC=CC=C3.[Fe+2] (dppf), [C-]#N.[C-]#N.[Zn+2] (Zn(CN)2). Conditions: temperature 70 celsius, time 18 hour. Product: ClC=1N=C(C2=C(N1)N(C=C2C#N)S(=O)(=O)C2=CC=C(C)C=C2)N2CCC(CC2)CNC(OC(C)(C)C)=O (tert-butyl (1-(2-chloro-5-cyano-7-tosyl-7H-pyrrolo[2,3-d]pyrimidin-4-yl)piperidin-4-yl)methylcarbamate). As a reaction SMILES: [Cl:1][C:2]1[N:3]=[C:4]([N:22]2[CH2:27][CH2:26][CH:25]([CH2:28][NH:29][C:30](=[O:36])[O:31][C:32]([CH3:35])([CH3:34])[CH3:33])[CH2:24][CH2:23]2)[C:5]2[C:10](I)=[CH:9][N:8]([S:12]([C:15]3[CH:21]=[CH:20][C:18]([CH3:19])=[CH:17][CH:16]=3)(=[O:14])=[O:13])[C:6]=2[N:7]=1.O.CCOC(C)=O.[CH3:44][N:45](C=O)C>C1C=CC(/C=C/C(/C=C/C2C=CC=CC=2)=O)=CC=1.C1C=CC(/C=C/C(/C=C/C2C=CC=CC=2)=O)=CC=1.C1C=CC(/C=C/C(/C=C/C2C=CC=CC=2)=O)=CC=1.[Pd].[Pd].C1C=CC(P(C2C=CC=CC=2)[C-]2C=CC=C2)=CC=1.C1C=CC(P(C2C=CC=CC=2)[C-]2C=CC=C2)=CC=1.[Fe+2].[C-]#N.[C-]#N.[Zn+2]>[Cl:1][C:2]1[N:3]=[C:4]([N:22]2[CH2:27][CH2:26][CH:25]([CH2:28][NH:29][C:30](=[O:36])[O:31][C:32]([CH3:35])([CH3:34])[CH3:33])[CH2:24][CH2:23]2)[C:5]2[C:10]([C:44]#[N:45])=[CH:9][N:8]([S:12]([C:15]3[CH:21]=[CH:20][C:18]([CH3:19])=[CH:17][CH:16]=3)(=[O:14])=[O:13])[C:6]=2[N:7]=1 |f:4.5.6.7.8,9.10.11,12.13.14|. Reported procedure: A solution of tert-butyl (1-(2-chloro-5-iodo-7-tosyl-7H-pyrrolo[2,3-d]pyrimidin-4-yl)piperidin-4-yl)methylcarbamate (418 mg, 0.647 mmol), Pd2 dba3 (60 mg, 0.065 mmol) and dppf (72 mg, 0.13 mmol) in DMF (5 mL) was degassed with Ar before being charged with Zn(CN)2 (91 mg, 0.78 mmol). The mixture was stirred at 70° C. for 18 h. Water and EtOAc were added. The organic phase was separated, dried over Na2SO4, concentrated in vacuo. The residue was purified by a flash silica gel column, eluted with Et... The reactants are C(C)(C)(C)C=1C=C(C=C(C1O)C(C)(C)C)SC1CCN(CC1)S(=O)(=O)C=1SC=C(N1)C(=O)OCC (ethyl 2-[4-(3,5-di-tert-butyl-4-hydroxy-phenylsulfanyl)-piperidine-1-sulfonyl]-thiazole-4-carboxylate), [H-].[H-].[H-].[H-].[Li+].[Al+3] (LiAlH4). Product: C(C)(C)(C)C1=C(C(=CC(=C1)SC1CCN(CC1)S(=O)(=O)C=1SC=C(N1)CO)C(C)(C)C)O (2,6-Di-tert-butyl-4-[1-(4-hydroxymethyl-thiazole-2-sulfonyl)-piperidin-4-ylsulfanyl]-phenol). RXN SMILES: [C:1]([C:5]1[CH:6]=[C:7]([S:16][CH:17]2[CH2:22][CH2:21][N:20]([S:23]([C:26]3[S:27][CH:28]=[C:29]([C:31](OCC)=[O:32])[N:30]=3)(=[O:25])=[O:24])[CH2:19][CH2:18]2)[CH:8]=[C:9]([C:12]([CH3:15])([CH3:14])[CH3:13])[C:10]=1[OH:11])([CH3:4])([CH3:3])[CH3:2].[H-].[H-].[H-].[H-].[Li+].[Al+3]>>[C:12]([C:9]1[CH:8]=[C:7]([S:16][CH:17]2[CH2:18][CH2:19][N:20]([S:23]([C:26]3[S:27][CH:28]=[C:29]([CH2:31][OH:32])[N:30]=3)(=[O:25])=[O:24])[CH2:21][CH2:22]2)[CH:6]=[C:5]([C:1]([CH3:4])([CH3:3])[CH3:2])[C:10]=1[OH:11])([CH3:15])([CH3:14])[CH3:13] |f:1.2.3.4.5.6|. Reported procedure: The title compound was prepared (116 mg, clear oil) in a manner similar to Ex. 5 from ethyl 2-[4-(3,5-di-tert-butyl-4-hydroxy-phenylsulfanyl)-piperidine-1-sulfonyl]-thiazole-4-carboxylate (Ex. 19e) and LiAlH4. 1H-NMR (400 MHz, CDCl3): δ 7.51 (s, 1H), 7.23 (s, 2H), 5.31 (s, 1H), 4.84 (s, 2H), 3.80 (m, 2H), 2.90 (m, 2H), 2.42 (bs, 1H), 1.99 (m, 2H), 1.68 (m, 2H), 1.39 (s, 18H).